This data is from the Open Reaction Database (ORD), a public repository of structured organic reaction records. The task is: describe an organic reaction: reactants, conditions, products, and yield The reactants are CC1(COC(OC1)C(C)[C@H]1CC[C@H]2[C@@H]3[C@@H](C=C4C[C@H]([C@H]5[C@@H]([C@]4(C)[C@H]3CC[C@]12C)O5)O)O)C (20-(5,5-dimethyl-1,3-dioxan-2-yl)-1α,2α-epoxy- pregn-5-ene-3β,7α-diol), C(C)(=O)OCC.CCCCCC (ethyl acetate hexane), C1(=CC=C(C=C1)S(=O)(=O)O)C (p-toluenesulfonic acid). The solvent is CC(=O)C (acetone), CC(=O)C (acetone). Conditions: time 12 hour. Yields the product O1[C@H]2[C@@H]1[C@@H](CC1=C[C@H]([C@H]3[C@@H]4CC[C@H](C(C)C=O)[C@]4(CC[C@@H]3[C@@]21C)C)O)O (1α,2α-epoxy-3β,7α-dihydroxypregn-5-ene-20-carbaldehyde). Yield: 66.6%. RXN SMILES: CC1(C)CO[CH:5]([CH:8]([C@@H:10]2[C@:27]3([CH3:28])[C@H:13]([C@H:14]4[C@H:24]([CH2:25][CH2:26]3)[C@:22]3([CH3:23])[C:17]([CH2:18][C@@H:19]([OH:30])[C@@H:20]5[O:29][C@@H:21]53)=[CH:16][C@H:15]4[OH:31])[CH2:12][CH2:11]2)[CH3:9])[O:4]C1.C1(C)C=CC(S(O)(=O)=O)=CC=1.C(OCC)(=O)C.CCCCCC>CC(C)=O>[O:29]1[C@H:20]2[C@H:19]([OH:30])[CH2:18][C:17]3[C@:22]([CH3:23])([C@@H:21]12)[C@@H:24]1[C@H:14]([C@H:13]2[C@:27]([CH3:28])([CH2:26][CH2:25]1)[C@@H:10]([CH:8]([CH:5]=[O:4])[CH3:9])[CH2:11][CH2:12]2)[C@H:15]([OH:31])[CH:16]=3 |f:2.3|. Procedure: In 2.5 ml of acetone was dissolved 2.2 mg (0.005 mmole) of 20-(5,5-dimethyl-1,3-dioxan-2-yl)-1α,2α-epoxy- pregn-5-ene-3β,7α-diol, followed by addition of 0.5 ml of a 1 mmol/1 solution of p-toluenesulfonic acid in acetone (containing 0.0005 mmole of p-toluenesulfonic acid). The mixture was stirred at room temperature for 12 hours. From the reaction mixture thus obtained, the solvent was distilled off under reduced pressure and methylene chloride was added to the residue. This methylene chloride s... The reactants are [H][H] (hydrogen), 56.9, FC1=CC=C(C=C1)C(=CCCCN1C(CN(CC1)CC1=CC=CC=C1)C(=O)N)C1=CC=C(C=C1)F (1-[5,5-bis(4-fluorophenyl)-4-pentenyl]-4-(phenylmethyl)-2-piperazinecarboxamide). The reagents and catalysts are [Pd] (palladium-on-charcoal). Run in CO (methanol). The product is 35.2, FC1=CC=C(C=C1)C(CCCCN1C(CNCC1)C(=O)N)C1=CC=C(C=C1)F (1-[5,5-bis(4-fluorophenyl)pentyl]-2-piperazinecarboxamide). Yield: 76.3%. As a reaction SMILES: [F:1][C:2]1[CH:7]=[CH:6][C:5]([C:8]([C:29]2[CH:34]=[CH:33][C:32]([F:35])=[CH:31][CH:30]=2)=[CH:9][CH2:10][CH2:11][CH2:12][N:13]2[CH2:18][CH2:17][N:16](CC3C=CC=CC=3)[CH2:15][CH:14]2[C:26]([NH2:28])=[O:27])=[CH:4][CH:3]=1.[H][H]>[Pd].CO>[F:1][C:2]1[CH:7]=[CH:6][C:5]([CH:8]([C:29]2[CH:30]=[CH:31][C:32]([F:35])=[CH:33][CH:34]=2)[CH2:9][CH2:10][CH2:11][CH2:12][N:13]2[CH2:18][CH2:17][NH:16][CH2:15][CH:14]2[C:26]([NH2:28])=[O:27])=[CH:4][CH:3]=1. Reported procedure: A solution of 56.9 parts of 1-[5,5-bis(4-fluorophenyl)-4-pentenyl]-4-(phenylmethyl)-2-piperazinecarboxamide in 400 parts of methanol was hydrogenated in a Parr apparatus and at 50° C. with 5 parts of palladium-on-charcoal catalyst 10%. After the calculated amount of hydrogen was taken up, the catalyst was filtered off and the filtrate was evaporated in vacuo. The residue was dissolved in 2-propanone and the whole was acidified with a mixture of hydrochloric acid and 2-propanol. After the additio... Reactants: OC(CC1=CC(=C(C#N)C(=C1)F)F)CO (4-(2,3-dihydroxypropyl)-2,6-difluorobenzonitrile), NaIO4. Solvent: CO (methanol), O (water). Conditions: temperature 0 celsius, time 2 hour. The product is FC1=C(C#N)C(=CC(=C1)CC=O)F (2,6-difluoro-4-(2-oxoethyl)benzonitrile). As a reaction SMILES: [OH:1][CH:2](CO)[CH2:3][C:4]1[CH:11]=[C:10]([F:12])[C:7]([C:8]#[N:9])=[C:6]([F:13])[CH:5]=1>CO.O>[F:12][C:10]1[CH:11]=[C:4]([CH2:3][CH:2]=[O:1])[CH:5]=[C:6]([F:13])[C:7]=1[C:8]#[N:9]. Procedure: A solution of 4-(2,3-dihydroxypropyl)-2,6-difluorobenzonitrile (500 mg, 2.4 mmol) in 10 mL of methanol and 3 mL of water was cooled to 0° C. by ice bath, then NaIO4 (754 mg, 3.5 mmol) was added and the mixture was stirred at 0° C. for two hours. The reaction was monitored according to TLC. The mixture was filtered and concentrated. The residue was dissolved in DCM, dried over anhydrous sodium sulfate, and then purified by flash column chromatography to give 2,6-difluoro-4-(2-oxoethyl)benzonitril... Reactants: O=C([O-])[O-], O=CN1CCN(C(=O)c2ccc(CCl)cc2)CC1, [K+], [K+], CN(C)C=O, Cc1cccc2nc(SCc3ccc(C(=O)c4ccc(O)cc4)cc3)n(C)c(=O)c12. Yields the product Cc1cccc2nc(SCc3ccc(C(=O)c4ccc(OCc5ccc(C(=O)N6CCN(C=O)CC6)cc5)cc4)cc3)n(C)c(=O)c12. As a reaction SMILES: [C:49](=[O:50])([O-:51])[O-:52].[Cl:31][CH2:32][c:33]1[cH:34][cH:35][c:36]([C:37](=[O:38])[N:39]2[CH2:40][CH2:41][N:42]([CH:45]=[O:46])[CH2:43][CH2:44]2)[cH:47][cH:48]1.[K+:53].[K+:54].[O:55]=[CH:56][N:57]([CH3:58])[CH3:59].[OH:1][c:2]1[cH:3][cH:4][c:5]([C:6](=[O:7])[c:8]2[cH:9][cH:10][c:11]([CH2:12][S:13][c:14]3[n:15][c:16]4[cH:17][cH:18][cH:19][c:20]([CH3:26])[c:21]4[c:22](=[O:25])[n:23]3[CH3:24])[cH:27][cH:28]2)[cH:29][cH:30]1>>[O:1]([c:2]1[cH:3][cH:4][c:5]([C:6](=[O:7])[c:8]2[cH:9][cH:10][c:11]([CH2:12][S:13][c:14]3[n:15][c:16]4[cH:17][cH:18][cH:19][c:20]([CH3:26])[c:21]4[c:22](=[O:25])[n:23]3[CH3:24])[cH:27][cH:28]2)[cH:29][cH:30]1)[CH2:32][c:33]1[cH:34][cH:35][c:36]([C:37](=[O:38])[N:39]2[CH2:40][CH2:41][N:42]([CH:45]=[O:46])[CH2:43][CH2:44]2)[cH:47][cH:48]1.